Dataset: the Open Reaction Database (ORD), a public repository of structured organic reaction records. Task: describe an organic reaction: reactants, conditions, products, and yield The product is NSc1ccc([N+](=O)[O-])cc1[N+](=O)[O-]. As a reaction SMILES: [Cl:1][c:2]1[n:3][c:4]([CH:5]=[N:11][S:12][c:13]2[c:14]([N+:22](=[O:23])[O-:24])[cH:15][c:16]([N+:19](=[O:20])[O-:21])[cH:17][cH:18]2)[c:6]([NH2:7])[n:8][c:9]1[Cl:10].[N+:25]([c:26]1[cH:27][c:28]([N+:29]([O-:30])=[O:31])[cH:32][cH:33][c:34]1[S:35][Cl:36])([O-:37])=[O:38].[NH4+:39].[OH-:40]>>[NH2:11][S:12][c:13]1[c:14]([N+:22](=[O:23])[O-:24])[cH:15][c:16]([N+:19](=[O:20])[O-:21])[cH:17][cH:18]1. Reactants: Nc1nc(Cl)c(Cl)nc1C=NSc1ccc([N+](=O)[O-])cc1[N+](=O)[O-], O=[N+]([O-])c1ccc(SCl)c([N+](=O)[O-])c1, [NH4+], [OH-]. The solvent is O1CCCC1 (tetrahydrofuran), CCCCC (pentane). Reaction SMILES: BrC1C(C)=CC(C)=CC=1C.C([Li])(C)(C)C.[CH3:16][O:17][C:18]1[CH:19]=[N:20][CH:21]=[CH:22][CH:23]=1.[CH2:24]([O:26][C:27]1[CH:28]=[C:29]([CH:32]=[CH:33][CH:34]=1)[CH:30]=[O:31])[CH3:25].[Cl-].[Na+]>O1CCCC1.CCCCC>[CH3:16][O:17][C:18]1[C:19]([CH:30]([OH:31])[C:29]2[CH:32]=[CH:33][CH:34]=[C:27]([O:26][CH2:24][CH3:25])[CH:28]=2)=[N:20][CH:21]=[CH:22][CH:23]=1 |f:4.5|. Yields the product COC=1C(=NC=CC1)C(C1=CC(=CC=C1)OCC)O (α-(3-methoxypyridin-2-yl)-3-ethoxybenzyl alcohol). Reported procedure: To a solution of 2-bromomesitylene (9.16 ml, 60 m mol) in tetrahydrofuran (250 ml), a 1.64 M pentane solution of tert-butyl lithium (73 ml, 120 m mol) was added dropwise at −50° C. or below. After this mixture was stirred for 30 minutes, 3-methoxypyridine (5.0 g, 46 m mol) was added dropwise thereto at −50° C. or below and the resulting mixture was stirred at −20° C. for 2 hours. After the reaction mixture was cooled again to −50° C. or below, 3-ethoxybenzaldehyde (10.3 g, 69 m mol) was added dr... Yield: 58.9%. Conditions: time 30 minute. The reactants are COC=1C=NC=CC1 (3-methoxypyridine), C(C)OC=1C=C(C=O)C=CC1 (3-ethoxybenzaldehyde), [Cl-].[Na+] (sodium chloride), BrC1=C(C=C(C=C1C)C)C (2-bromomesitylene), C(C)(C)(C)[Li] (tert-butyl lithium), [Cl-].[Na+] (sodium chloride). Starting materials: ClC1=C(C(=O)O)C=CC(=C1)C1=CC=CC=C1 (2-chloro-4-phenylbenzoic acid), C(C)(C)(C)OC(=O)NCC=1C=C(C=CC1OC)CC(C(=O)OCC)OC(C)C (ethyl 3-[3-([(tert-butoxycarbonyl)amino]methyl)-4-methoxyphenyl]-2-isopropoxypropanoate). Product: ClC1=C(C(=O)NCC=2C=C(C=CC2OC)CC(C(=O)O)OC(C)C)C=CC(=C1)C1=CC=CC=C1 (3-(3-[(2-chloro-4-phenylbenzoyl)amino]methyl-4-methoxyphenyl)-2-isopropoxypropanoic acid). Reaction SMILES: [Cl:1][C:2]1[CH:10]=[C:9]([C:11]2[CH:16]=[CH:15][CH:14]=[CH:13][CH:12]=2)[CH:8]=[CH:7][C:3]=1[C:4]([OH:6])=O.C(OC([NH:24][CH2:25][C:26]1[CH:27]=[C:28]([CH2:34][CH:35]([O:41][CH:42]([CH3:44])[CH3:43])[C:36]([O:38]CC)=[O:37])[CH:29]=[CH:30][C:31]=1[O:32][CH3:33])=O)(C)(C)C>>[Cl:1][C:2]1[CH:10]=[C:9]([C:11]2[CH:16]=[CH:15][CH:14]=[CH:13][CH:12]=2)[CH:8]=[CH:7][C:3]=1[C:4]([NH:24][CH2:25][C:26]1[CH:27]=[C:28]([CH2:34][CH:35]([O:41][CH:42]([CH3:44])[CH3:43])[C:36]([OH:38])=[O:37])[CH:29]=[CH:30][C:31]=1[O:32][CH3:33])=[O:6]. Procedure: Using 2-chloro-4-phenylbenzoic acid and ethyl 3-[3-([(tert-butoxycarbonyl)amino]methyl)-4-methoxyphenyl]-2-isopropoxypropanoate, 3-(3-[(2-chloro-4-phenylbenzoyl)amino]methyl-4-methoxyphenyl)-2-isopropoxypropanoic acid was obtained in the same method as in Example 38). Reactants: CC1=CC(=NO1)N=CC=1OC2=C(C1C)C(=CC=C2)OCCCN(CC=2C=NC=CC2)C ((5-methyl-isoxazol-3-yl)-{3-methyl-4-[3-(methyl-pyridin-3-ylmethyl-amino)-propoxy]-benzofuran-2-ylmethylene}-amine), [BH4-].[Na+] (sodium borohydride). The solvent is CO (methanol). Yields the product CC1=CC(=NO1)NCC=1OC2=C(C1C)C(=CC=C2)OCCCN(CC=2C=NC=CC2)C ((5-Methyl-isoxazol-3-yl)-{3-methyl-4-[3-(methyl-pyridin-3-ylmethyl-amino)-propoxy]-benzofuran-2-ylmethyl}-amine). The yield is 60.6%. RXN SMILES: [CH3:1][C:2]1[O:6][N:5]=[C:4]([N:7]=[CH:8][C:9]2[O:10][C:11]3[CH:18]=[CH:17][CH:16]=[C:15]([O:19][CH2:20][CH2:21][CH2:22][N:23]([CH3:31])[CH2:24][C:25]4[CH:26]=[N:27][CH:28]=[CH:29][CH:30]=4)[C:12]=3[C:13]=2[CH3:14])[CH:3]=1.[BH4-].[Na+]>CO>[CH3:1][C:2]1[O:6][N:5]=[C:4]([NH:7][CH2:8][C:9]2[O:10][C:11]3[CH:18]=[CH:17][CH:16]=[C:15]([O:19][CH2:20][CH2:21][CH2:22][N:23]([CH3:31])[CH2:24][C:25]4[CH:26]=[N:27][CH:28]=[CH:29][CH:30]=4)[C:12]=3[C:13]=2[CH3:14])[CH:3]=1 |f:1.2|. Procedure details: To a solution of (5-methyl-isoxazol-3-yl)-{3-methyl-4-[3-(methyl-pyridin-3-ylmethyl-amino)-propoxy]-benzofuran-2-ylmethylene}-amine (46 mg) in methanol (2 ml) was added sodium borohydride (20 mg) at room temperature. After 1 hour the mixture was concentrated in vacuo and purified by silica gel column chromatography developed by dichloromethane and methanol to give the titled compound as white solids (28 mg). ESI-MS: m/z 421 (MH+); 1H-NMR (CDCl3): δ 1.97-2.06 (2H, m), 2.25 (3H, s), 2.27 (3H, s), ... As a reaction SMILES: [OH:1][C:2]1[CH:11]=[CH:10][CH:9]=[C:8]2[C:3]=1[CH:4]=[CH:5][CH:6]=[N:7]2.[C:12](OC(=O)C)(=[O:14])[CH3:13]>N1C=CC=CC=1>[C:12]([O:1][C:2]1[CH:11]=[CH:10][CH:9]=[C:8]2[C:3]=1[CH:4]=[CH:5][CH:6]=[N:7]2)(=[O:14])[CH3:13]. Procedure details: To a solution of 5-hydroxyquinoline (5.1 g) in pyridine (100 ml) was added acetic anhydride (4.0 ml) and then the reaction mixture was stirred at room temperature for 3 days. The reaction mixture was concentrated. The residue was diluted with water. The diluted solution was extracted with ethyl acetate. The extracted solution was washed with water and a saturated aqueous solution of sodium chloride subsequently, dried over anhydrous magnesium sulfate and then concentrated. The residue was azeotr... Starting materials: OC1=C2C=CC=NC2=CC=C1 (5-hydroxyquinoline), C(C)(=O)OC(C)=O (acetic anhydride). Solvent: N1=CC=CC=C1 (pyridine). Conditions: time 3 day. Product: C(C)(=O)OC1=C2C=CC=NC2=CC=C1 (5-Acetyloxyquinoline).